Dataset: the Open Reaction Database (ORD), a public repository of structured organic reaction records. Task: describe an organic reaction: reactants, conditions, products, and yield Starting materials: [I-].C1(=CC=CC=C1)S(=O)(=O)C1=CC2=C(N(CC(O2)(C)C)C2=CC=[N+](C=C2)C)C=C1 (4-(7-benzenesulfonyl-2,2-dimethyl-2,3-dihydro-benzo[1,4]oxazin-4-yl)-1-methyl-pyridinium iodide), [BH4-].[Na+] (sodium borohydride), 0C. The reagents and catalysts are [Pd] (palladium). The solvent is CO (methanol), CO (methanol), C(C)O (ethanol), C(C)O (ethanol). Reaction conditions: temperature 0 celsius, time 3 hour. Product: C1(=CC=CC=C1)S(=O)(=O)C1=CC2=C(N(CC(O2)(C)C)C2CCN(CC2)C)C=C1 (7-benzenesulfonyl-2,2-dimethyl-4-(1-methyl-piperidin-4-yl)-3,4-dihydro-2H-benzo[1,4]oxazine). Yield: 63.0%. RXN SMILES: [I-].[C:2]1([S:8]([C:11]2[CH:29]=[CH:28][C:14]3[N:15]([C:21]4[CH:26]=[CH:25][N+:24]([CH3:27])=[CH:23][CH:22]=4)[CH2:16][C:17]([CH3:20])([CH3:19])[O:18][C:13]=3[CH:12]=2)(=[O:10])=[O:9])[CH:7]=[CH:6][CH:5]=[CH:4][CH:3]=1.[BH4-].[Na+]>CO.C(O)C.[Pd]>[C:2]1([S:8]([C:11]2[CH:29]=[CH:28][C:14]3[N:15]([CH:21]4[CH2:26][CH2:25][N:24]([CH3:27])[CH2:23][CH2:22]4)[CH2:16][C:17]([CH3:19])([CH3:20])[O:18][C:13]=3[CH:12]=2)(=[O:10])=[O:9])[CH:7]=[CH:6][CH:5]=[CH:4][CH:3]=1 |f:0.1,2.3|. Procedure details: A solution of 4-(7-benzenesulfonyl-2,2-dimethyl-2,3-dihydro-benzo[1,4]oxazin-4-yl)-1-methyl-pyridinium iodide (0.237 g., 0.452 mmol) in 10 mL methanol was added to a suspension of sodium borohydride (0.085 g., 2.260 mmol) in 10 mL methanol at 0C. The reaction was stirred at 0° C. for 3 hours, then stirred for 18 hours at room temperature. The reaction mixture was concentrated in vacuo and the resulting crude solid was dissolved in a mixture of 50 mL water and 50 mL ethyl acetate. The organic pha... Reactants: O (Water), ClC1=C(C(=CC(=C1)Cl)C)N1CCN2C1=NC=1C2=C(C=CC1)C(=O)OC (methyl 1-(2,4-dichloro-6-methylphenyl)-2,3-dihydro-1H-imidazo[1,2-a]benzimidazole-5-carboxylate), C1(CC1)[Mg]Br (cyclopropyl magnesium bromide), O1CCCC1 (tetrahydrofuran), O1CCCC1 (tetrahydrofuran). Reaction conditions: temperature 60 celsius, time 1.5 hour. The product is C1(CC1)C(O)(C1=CC=CC2=C1N1C(=N2)N(CC1)C1=C(C=C(C=C1C)Cl)Cl)C1CC1 (Dicyclopropyl[1-(2,4-dichloro-6-methylphenyl)-2,3-dihydro-1H-imidazo[1,2-a]benzimidazol-5-yl]methanol). The yield is 39.0%. Reaction SMILES: [Cl:1][C:2]1[CH:7]=[C:6]([Cl:8])[CH:5]=[C:4]([CH3:9])[C:3]=1[N:10]1[C:14]2=[N:15][C:16]3[C:17](=[C:18]([C:22]([O:24]C)=O)[CH:19]=[CH:20][CH:21]=3)[N:13]2[CH2:12][CH2:11]1.[CH:26]1([Mg]Br)[CH2:28][CH2:27]1.O.O1[CH2:36][CH2:35][CH2:34]C1>>[CH:26]1([C:22]([CH:34]2[CH2:35][CH2:36]2)([C:18]2[C:17]3[N:13]4[CH2:12][CH2:11][N:10]([C:3]5[C:4]([CH3:9])=[CH:5][C:6]([Cl:8])=[CH:7][C:2]=5[Cl:1])[C:14]4=[N:15][C:16]=3[CH:21]=[CH:20][CH:19]=2)[OH:24])[CH2:28][CH2:27]1. Procedure: To a solution of methyl 1-(2,4-dichloro-6-methylphenyl)-2,3-dihydro-1H-imidazo[1,2-a]benzimidazole-5-carboxylate (90 mg, 0.239 mmol) in tetrahydrofuran (2.4 mL) was added a solution of cyclopropyl magnesium bromide in tetrahydrofuran (1.0 M, 1.4 mL, 1.4 mmol) at room temperature. The mixture was stirred at 60° C. for 1.5 hr. Water was added to the reaction mixture at room temperature and the mixture was extracted with ethyl acetate. Organic layer was washed with brine, dried over anhydrous magne...